From a dataset of the Open Reaction Database (ORD), a public repository of structured organic reaction records. describe an organic reaction: reactants, conditions, products, and yield Starting materials: O=C([O-])[O-], CCCBr, [K+], [K+], CCOC(=O)C1CC2(CCC1N)OCCO2, CN(C)C=O, O. Product: CCCNC1CCC2(CC1C(=O)OCC)OCCO2. As a reaction SMILES: [C:17](=[O:18])([O-:19])[O-:20].[CH2:23]([CH2:24][CH3:25])[Br:26].[K+:21].[K+:22].[NH2:1][CH:2]1[CH:3]([C:12](=[O:13])[O:14][CH2:15][CH3:16])[CH2:4][C:5]2([O:6][CH2:7][CH2:8][O:9]2)[CH2:10][CH2:11]1.[O:28]=[CH:29][N:30]([CH3:31])[CH3:32].[OH2:27]>>[NH:1]([CH:2]1[CH:3]([C:12](=[O:13])[O:14][CH2:15][CH3:16])[CH2:4][C:5]2([O:6][CH2:7][CH2:8][O:9]2)[CH2:10][CH2:11]1)[CH2:23][CH2:24][CH3:25].